describe an organic reaction: reactants, conditions, products, and yield From a dataset of the Open Reaction Database (ORD), a public repository of structured organic reaction records. Reactants: ClC=1N=C(C2=C(N1)C(=C(S2)I)C)N2CCOCC2 (2-chloro-6-iodo-7-methyl-4-morpholinothieno[3,2-d]pyrimidine), COC1=C(C=NC=C1)B(O)O (4-Methoxy-3-pyridineboronic acid), CC1(OB(OC1(C)C)C1=C2C=NNC2=CC=C1)C (4-(4,4,5,5-tetramethyl-[1,3,2]dioxaborolan-2-yl)-1H-indazole). The reagents and catalysts are Cl[Pd]([P](C1=CC=CC=C1)(C2=CC=CC=C2)C3=CC=CC=C3)([P](C4=CC=CC=C4)(C5=CC=CC=C5)C6=CC=CC=C6)Cl (bis(triphenylphosphine)palladium(II) dichloride), Cl[Pd]([P](C1=CC=CC=C1)(C2=CC=CC=C2)C3=CC=CC=C3)([P](C4=CC=CC=C4)(C5=CC=CC=C5)C6=CC=CC=C6)Cl (bis(triphenylphosphine)palladium(II) dichloride). Solvent: C(=O)([O-])[O-].[Na+].[Na+] (Na2CO3), C(C)#N (acetonitrile), C(C)#N (acetonitrile), C(=O)([O-])[O-].[Na+].[Na+] (Na2CO3). Conditions: temperature 150 celsius. The product is N1N=CC2=C(C=CC=C12)C=1N=C(C2=C(N1)C(=C(S2)C=2C=NC=CC2OC)C)N2CCOCC2 (2-(1H-indazol-4-yl)-6-(4-methoxypyridin-3-yl)-7-methyl-4-morpholinothieno[3,2-d]pyrimidine). Reaction SMILES: Cl[C:2]1[N:3]=[C:4]([N:13]2[CH2:18][CH2:17][O:16][CH2:15][CH2:14]2)[C:5]2[S:10][C:9](I)=[C:8]([CH3:12])[C:6]=2[N:7]=1.[CH3:19][O:20][C:21]1[CH:26]=[CH:25][N:24]=[CH:23][C:22]=1B(O)O.CC1(C)C(C)(C)OB([C:38]2[CH:46]=[CH:45][CH:44]=[C:43]3[C:39]=2[CH:40]=[N:41][NH:42]3)O1>C([O-])([O-])=O.[Na+].[Na+].C(#N)C.Cl[Pd](Cl)([P](C1C=CC=CC=1)(C1C=CC=CC=1)C1C=CC=CC=1)[P](C1C=CC=CC=1)(C1C=CC=CC=1)C1C=CC=CC=1>[NH:42]1[C:43]2[C:39](=[C:38]([C:2]3[N:3]=[C:4]([N:13]4[CH2:18][CH2:17][O:16][CH2:15][CH2:14]4)[C:5]4[S:10][C:9]([C:22]5[CH:23]=[N:24][CH:25]=[CH:26][C:21]=5[O:20][CH3:19])=[C:8]([CH3:12])[C:6]=4[N:7]=3)[CH:46]=[CH:45][CH:44]=2)[CH:40]=[N:41]1 |f:3.4.5,^1:59,78|. Procedure: 2-Chloro-6-iodo-7-methyl-4-morpholinothieno[3,2-d]pyrimidine from Example 12 (0.1 g, 0.3 mmol), 4-Methoxy-3-pyridineboronic acid (42 mg, 0.3 mmol), and bis(triphenylphosphine)palladium(II) dichloride (9 mg, 13 μmmol) in 1 M aqueous Na2CO3 (0.5 mL) and acetonitrile (0.5 mL) were heated to 100° C. in a sealed microwave reactor for 10 min. Upon completion, 4-(4,4,5,5-tetramethyl-1,3,2-dioxaborolan-2-yl)-1H-indazole 7 (122 mg, 0.5 mmol), bis(triphenylphosphine)palladium(II) dichloride (9 mg, 13 mop,... Starting materials: CN(C)C(=O)CO, CCN(C(C)C)C(C)C, CC(Cl)OC(=O)Cl, C1CCOC1. Yields the product CC(Cl)OC(=O)OCC(=O)N(C)C. RXN SMILES: [CH3:1][N:2]([C:3]([CH2:4][OH:5])=[O:6])[CH3:7].[CH:8]([N:9]([CH2:10][CH3:11])[CH:12]([CH3:13])[CH3:14])([CH3:15])[CH3:16].[Cl:17][C:18](=[O:19])[O:20][CH:21]([CH3:22])[Cl:23].[O:24]1[CH2:25][CH2:26][CH2:27][CH2:28]1>>[CH3:1][N:2]([C:3]([CH2:4][O:5][C:18](=[O:19])[O:20][CH:21]([CH3:22])[Cl:23])=[O:6])[CH3:7]. Starting materials: C1(=CC=CC=C1)CCC(=O)N[C@@H](CC1=CC=CC=C1)C(=O)C1C(N(C1OC(C)=O)N)=O ((N-(3-phenylpropionoyl)-L-phenylalanyl}-amino-4-acetoxy-azetidin-2-one), C1(=CC=CC=C1)O (phenol), O (water). The reagents and catalysts are O.O.C(C)(=O)[O-].[Zn+2].C(C)(=O)[O-] (zinc acetate dihydrate). Solvent: C1=CC=CC=C1 (benzene), C1(=CC=CC=C1)C (toluene). The product is C1(=CC=CC=C1)CCC(=O)N[C@@H](CC1=CC=CC=C1)C(=O)[C@H]1C(N([C@H]1OC1=CC=CC=C1)N)=O ((3S,4S)-3-{N-(3-phenylpropionoyl)-L-phenylalanyl}-amino-4-phenoxy-azetidin-2-one). The yield is 24.3%. RXN SMILES: [C:1]1([CH2:7][CH2:8][C:9]([NH:11][C@H:12]([C:20]([CH:22]2[CH:25](OC(=O)C)[N:24]([NH2:30])[C:23]2=[O:31])=[O:21])[CH2:13][C:14]2[CH:19]=[CH:18][CH:17]=[CH:16][CH:15]=2)=[O:10])[CH:6]=[CH:5][CH:4]=[CH:3][CH:2]=1.[C:32]1([OH:38])[CH:37]=[CH:36][CH:35]=[CH:34][CH:33]=1.O>C1C=CC=CC=1.C1(C)C=CC=CC=1.O.O.C([O-])(=O)C.[Zn+2].C([O-])(=O)C>[C:1]1([CH2:7][CH2:8][C:9]([NH:11][C@H:12]([C:20]([C@@H:22]2[C@H:25]([O:38][C:32]3[CH:37]=[CH:36][CH:35]=[CH:34][CH:33]=3)[N:24]([NH2:30])[C:23]2=[O:31])=[O:21])[CH2:13][C:14]2[CH:15]=[CH:16][CH:17]=[CH:18][CH:19]=2)=[O:10])[CH:2]=[CH:3][CH:4]=[CH:5][CH:6]=1 |f:5.6.7.8.9|. Procedure details: A mixture of (3S,4S)-3-{(N-(3-phenylpropionoyl)-L-phenylalanyl}-amino-4-acetoxy-azetidin-2-one (212 mg, 0.5 mmol) obtained in example 10, phenol (41 mg, 0.45 mmol), and zinc acetate dihydrate (110 mg, 0.5 mmol) in a mixture of benzene (8 ml) and toluene (8 ml) was refluxed for 5.5 hrs using Dean-Stark water separator. The reaction mixture was purified by silica gel column chromatography using hexane-ethyl acetate (2:1) as eluent and the title compound (50 mg) was obtained as a white solid. Starting materials: COC(=O)C=CC=C(c1ccc(OC)cc1)C1CC1, CO, [Na+], [OH-]. Yields the product COc1ccc(C(=CC=CC(=O)O)C2CC2)cc1. As a reaction SMILES: [CH3:1][O:2][C:3]([CH:4]=[CH:5][CH:6]=[C:7]([c:8]1[cH:9][cH:10][c:11]([O:14][CH3:15])[cH:12][cH:13]1)[CH:16]1[CH2:17][CH2:18]1)=[O:19].[CH3:22][OH:23].[Na+:21].[OH-:20]>>[O:2]=[C:3]([CH:4]=[CH:5][CH:6]=[C:7]([c:8]1[cH:9][cH:10][c:11]([O:14][CH3:15])[cH:12][cH:13]1)[CH:16]1[CH2:17][CH2:18]1)[OH:19]. Starting materials: ClC1=C(C=C(C=N1)C(C)=O)[N+](=O)[O-] (1-(6-chloro-5-nitro-3-pyridinyl)ethanone), NC1=CC=C(C=C1)C[C@H](C)O ((2S)-1-(4-aminophenyl)-2-propanol). Product: O[C@H](CC1=CC=C(C=C1)NC1=C(C=C(C=N1)C(C)=O)[N+](=O)[O-])C (1-[6-({4-[(2S)-2-hydroxypropyl]phenyl}amino)-5-nitro-3-pyridinyl]ethanone). As a reaction SMILES: Cl[C:2]1[N:7]=[CH:6][C:5]([C:8](=[O:10])[CH3:9])=[CH:4][C:3]=1[N+:11]([O-:13])=[O:12].[NH2:14][C:15]1[CH:20]=[CH:19][C:18]([CH2:21][C@@H:22]([OH:24])[CH3:23])=[CH:17][CH:16]=1>>[OH:24][C@@H:22]([CH3:23])[CH2:21][C:18]1[CH:19]=[CH:20][C:15]([NH:14][C:2]2[N:7]=[CH:6][C:5]([C:8](=[O:10])[CH3:9])=[CH:4][C:3]=2[N+:11]([O-:13])=[O:12])=[CH:16][CH:17]=1. Procedure details: The title compound was prepared according to the procedure described in step 1 of Example 162 from 1-(6-chloro-5-nitro-3-pyridinyl)ethanone (Paul, B. et al. J. Med. Chem., 1990, 33, 2231–2239.) and (2S)-1-(4-aminophenyl)-2-propanol (step 2 of Example 248).